From a dataset of the Open Reaction Database (ORD), a public repository of structured organic reaction records. describe an organic reaction: reactants, conditions, products, and yield Starting materials: COC(=O)C(C)(C)Br, [K+], [K+], O=C([O-])[O-], CN(C)C=O, Oc1cccc(-c2cccnc2)c1. The product is COC(=O)C(C)(C)Oc1cccc(-c2cccnc2)c1. Reaction SMILES: [Br:14][C:15]([C:16](=[O:17])[O:18][CH3:19])([CH3:20])[CH3:21].[K+:22].[K+:23].[O-:24][C:25]([O-:26])=[O:27].[O:28]=[CH:29][N:30]([CH3:31])[CH3:32].[n:1]1[cH:2][c:3](-[c:7]2[cH:8][c:9]([OH:13])[cH:10][cH:11][cH:12]2)[cH:4][cH:5][cH:6]1>>[n:1]1[cH:2][c:3](-[c:7]2[cH:8][c:9]([O:13][C:15]([C:16](=[O:17])[O:18][CH3:19])([CH3:20])[CH3:21])[cH:10][cH:11][cH:12]2)[cH:4][cH:5][cH:6]1. Reactants: CCN(C(C)C)C(C)C (DIPEA), BrC=1C=C2N(N=CC(=C2Cl)C(=O)N)C1 (6-bromo-4-chloropyrrolo[1,2-b]pyridazine-3-carboxamide), CC1([C@@H](CCC1)N)C ((R)-2,2-dimethylcyclopentanamine), C(N)(=O)C1=C(C=2N(N=C1)C=C(C2)C(=O)OCC)N[C@H]2C(CCC2)(C)C ((R)-Ethyl 3-carbamoyl-4-((2,2-dimethylcyclopentyl)amino)pyrrolo[1,2-b]pyridazine-6-carboxylate). Solvent: CN(C)C=O (DMF), O (Water). Run at temperature 120 celsius, time 1 hour. Yields the product BrC=1C=C2N(N=CC(=C2N[C@H]2C(CCC2)(C)C)C(=O)N)C1 ((R)-6-bromo-4-(2,2-dimethylcyclopentylamino)pyrrolo[1,2-b]pyridazine-3-carboxamide). Isolated yield 84.4%. RXN SMILES: [Br:1][C:2]1[CH:3]=[C:4]2[C:9](Cl)=[C:8]([C:11]([NH2:13])=[O:12])[CH:7]=[N:6][N:5]2[CH:14]=1.[CH3:15][C:16]1([CH3:22])[CH2:20][CH2:19][CH2:18][C@H:17]1[NH2:21].C(C1C=NN2C=C(C(OCC)=O)C=C2C=1N[C@@H]1CCCC1(C)C)(=O)N.CCN(C(C)C)C(C)C>CN(C=O)C.O>[Br:1][C:2]1[CH:3]=[C:4]2[C:9]([NH:21][C@@H:17]3[CH2:18][CH2:19][CH2:20][C:16]3([CH3:22])[CH3:15])=[C:8]([C:11]([NH2:13])=[O:12])[CH:7]=[N:6][N:5]2[CH:14]=1. Procedure: A mixture of 6-bromo-4-chloropyrrolo[1,2-b]pyridazine-3-carboxamide (Preparation 5, 300 mg, 1.093 mmol) and (R)-2,2-dimethylcyclopentanamine (from Step 3 of Intermediate 5, 164 mg, 1.093 mmol) in DMF (4 mL) was added DIPEA (0.573 mL, 3.28 mmol). The mixture was heated at 120° C. for 60 min in a microwave reactor. Water (4 volumes) was added and the resulting suspension was stirred for 1 h. The solids were filtered, rinsed with water (2×), and then dried to afford the title compound (324 mg, 84% ... Run at time 6.5 hour. Reaction SMILES: Cl.[CH3:2][NH2:3].[OH-].[K+].[CH:6]([C:8]1[N:9]2[CH:15]=[N:14][CH:13]=[C:10]2[S:11][CH:12]=1)=O.C#N.[B].[Na]>CO>[CH3:2][NH:3][CH2:6][C:8]1[N:9]2[CH:15]=[N:14][CH:13]=[C:10]2[S:11][CH:12]=1 |f:0.1,2.3,5.6.7,^1:18|. Run in CO (methanol). Reported procedure: To 0.5 ml of methanol containing 120 mg of methylamine hydrochloride, 46 mg of potassium hydroxide and 90 mg of 3-formylimidazo[5,1-b]thiazole were added, followed by stirring at room temperature for 6.5 hours. Further, 64 mg of sodium boron cyanohydride was added thereto, and the mixture was then stirred at room temperature for 17 hours. Afterward, the solvent was evaporated under reduced pressure. To the resulting residue, 20 ml of water was added, and extraction was then carried out twice wit... Yields the product CNCC=1N2C(SC1)=CN=C2 (3-(N-methylamino)methylimidazo[5,1-b]thiazole). The reactants are Cl.CN (methylamine hydrochloride), [OH-].[K+] (potassium hydroxide), C(=O)C=1N2C(SC1)=CN=C2 (3-formylimidazo[5,1-b]thiazole), C#N.[B].[Na] (sodium boron cyanohydride). Starting materials: ClC1=NC2=CC(=C(C=C2C(=N1)NC1CCN(CC1)CC1=C(C=CC=C1OCCN(C)C)N(C)C)OC)OC (2-Chloro-N-(1-(2-(dimethylamino)-6-(2-(dimethylamino)ethoxy)benzyl)piperidin-4-yl)-6,7-dimethoxyquinazolin-4-amine), NCCCO (3-amino-1-propanol), compound 207. The product is CN(C1=C(CN2CCC(CC2)NC2=NC(=NC3=CC(=C(C=C23)OC)OC)NCCCO)C(=CC=C1)OCCN(C)C)C (3-({4-[(1-{2-(Dimethylamino)-6-[2-(dimethylamino)ethoxy]benzyl}piperidin-4-yl)amino]-6,7-dimethoxyquinazolin-2-yl}amino)propan-1-ol). As a reaction SMILES: Cl[C:2]1[N:11]=[C:10]([NH:12][CH:13]2[CH2:18][CH2:17][N:16]([CH2:19][C:20]3[C:25]([O:26][CH2:27][CH2:28][N:29]([CH3:31])[CH3:30])=[CH:24][CH:23]=[CH:22][C:21]=3[N:32]([CH3:34])[CH3:33])[CH2:15][CH2:14]2)[C:9]2[C:4](=[CH:5][C:6]([O:37][CH3:38])=[C:7]([O:35][CH3:36])[CH:8]=2)[N:3]=1.[NH2:39][CH2:40][CH2:41][CH2:42][OH:43]>>[CH3:33][N:32]([CH3:34])[C:21]1[CH:22]=[CH:23][CH:24]=[C:25]([O:26][CH2:27][CH2:28][N:29]([CH3:31])[CH3:30])[C:20]=1[CH2:19][N:16]1[CH2:17][CH2:18][CH:13]([NH:12][C:10]2[C:9]3[C:4](=[CH:5][C:6]([O:37][CH3:38])=[C:7]([O:35][CH3:36])[CH:8]=3)[N:3]=[C:2]([NH:39][CH2:40][CH2:41][CH2:42][OH:43])[N:11]=2)[CH2:14][CH2:15]1. Procedure: Following General Procedure D, Compound 75 (0.25 g, 0.10 mmol) and 3-amino-1-propanol (0.12 mL, 1.61 mmol) were converted into compound 207 as a yellow oil. Reactants: ClC1=CC=C(C=C1)NC(=O)C1=NC=C(C=C1)C(C1=CN(C2=NC=CC=C21)[Si](C(C)C)(C(C)C)C(C)C)O (5-[Hydroxy-(1-triisopropylsilanyl-1H-pyrrolo[2,3-b]pyridin-3-yl)-methyl]-pyridine-2-carboxylic acid (4-chloro-phenyl)-amide), FC(C(=O)O)(F)F (trifluoroacetic acid), C(C)[SiH](CC)CC (triethylsilane). The solvent is C(C)#N (acetonitrile). Conditions: temperature 80 celsius, time 2 hour. Yields the product ClC1=CC=C(C=C1)NC(=O)C1=NC=C(C=C1)CC1=CNC2=NC=CC=C21 (5-(1H-Pyrrolo[2,3-b]pyridin-3-ylmethyl)-pyridine-2-carboxylic acid (4-chloro-phenyl)-amide). As a reaction SMILES: [Cl:1][C:2]1[CH:7]=[CH:6][C:5]([NH:8][C:9]([C:11]2[CH:16]=[CH:15][C:14]([CH:17](O)[C:18]3[C:26]4[C:21](=[N:22][CH:23]=[CH:24][CH:25]=4)[N:20]([Si](C(C)C)(C(C)C)C(C)C)[CH:19]=3)=[CH:13][N:12]=2)=[O:10])=[CH:4][CH:3]=1.FC(F)(F)C(O)=O.C([SiH](CC)CC)C>C(#N)C>[Cl:1][C:2]1[CH:7]=[CH:6][C:5]([NH:8][C:9]([C:11]2[CH:16]=[CH:15][C:14]([CH2:17][C:18]3[C:26]4[C:21](=[N:22][CH:23]=[CH:24][CH:25]=4)[NH:20][CH:19]=3)=[CH:13][N:12]=2)=[O:10])=[CH:4][CH:3]=1. Procedure: To 5-[Hydroxy-(1-triisopropylsilanyl-1H-pyrrolo[2,3-b]pyridin-3-yl)-methyl]-pyridine-2-carboxylic acid (4-chloro-phenyl)-amide (71, 100.0 mg, 0.19 mmol) in acetonitrile (10.0 mL) were added trifluoroacetic acid (0.20 mL, 2.6 mmol) and triethylsilane (0.40 mL, 2.5 mmol). The reaction was stirred at 80° C. for 2 hours. The reaction was concentrated and purified by silica gel column chromatography eluting with 20% ethyl acetate in hexane to give a yellow solid compound (P-0076, 5.5 mg, 8.1%). The reactants are O=C([O-])[O-], Cc1ccccc1, O=C(c1cnc(Cl)nc1C(F)(F)F)N1CCOCC1, [Cs+], [Cs+], COC(=O)c1ccc2c(c1)CCCN2, O=C(C=Cc1ccccc1)C=Cc1ccccc1, O=C(C=Cc1ccccc1)C=Cc1ccccc1, O=C(C=Cc1ccccc1)C=Cc1ccccc1, O, [Pd], [Pd]. Product: COC(=O)c1ccc2c(c1)CCCN2c1ncc(C(=O)N2CCOCC2)c(C(F)(F)F)n1. RXN SMILES: [C:34](=[O:35])([O-:36])[O-:37].[CH3:40][c:41]1[cH:42][cH:43][cH:44][cH:45][cH:46]1.[Cl:1][c:2]1[n:3][cH:4][c:5]([C:12](=[O:13])[N:14]2[CH2:15][CH2:16][O:17][CH2:18][CH2:19]2)[c:6]([C:8]([F:9])([F:10])[F:11])[n:7]1.[Cs+:38].[Cs+:39].[NH:20]1[CH2:21][CH2:22][CH2:23][c:24]2[cH:25][c:26]([C:30](=[O:31])[O:32][CH3:33])[cH:27][cH:28][c:29]21.[O:49]=[C:50]([CH:51]=[CH:52][c:53]1[cH:54][cH:55][cH:56][cH:57][cH:58]1)[CH:59]=[CH:60][c:61]1[cH:62][cH:63][cH:64][cH:65][cH:66]1.[O:67]=[C:68]([CH:69]=[CH:70][c:71]1[cH:72][cH:73][cH:74][cH:75][cH:76]1)[CH:77]=[CH:78][c:79]1[cH:80][cH:81][cH:82][cH:83][cH:84]1.[O:85]=[C:86]([CH:87]=[CH:88][c:89]1[cH:90][cH:91][cH:92][cH:93][cH:94]1)[CH:95]=[CH:96][c:97]1[cH:98][cH:99][cH:100][cH:101][cH:102]1.[OH2:103].[Pd:47].[Pd:48]>>[c:2]1([N:20]2[CH2:21][CH2:22][CH2:23][c:24]3[cH:25][c:26]([C:30](=[O:31])[O:32][CH3:33])[cH:27][cH:28][c:29]32)[n:3][cH:4][c:5]([C:12](=[O:13])[N:14]2[CH2:15][CH2:16][O:17][CH2:18][CH2:19]2)[c:6]([C:8]([F:9])([F:10])[F:11])[n:7]1.